This data is from the Open Reaction Database (ORD), a public repository of structured organic reaction records. The task is: describe an organic reaction: reactants, conditions, products, and yield Yields the product COC(=O)CCc1c[nH]c2cc(C(=O)OC)ccc12. RXN SMILES: [CH2:20]1[O:21][CH2:22][CH2:23][O:24][CH2:25]1.[CH3:1][O:2][C:3](=[O:4])[CH:5]=[CH:6][c:7]1[cH:8][nH:9][c:10]2[cH:11][c:12]([C:16](=[O:17])[O:18][CH3:19])[cH:13][cH:14][c:15]12.[CH3:26][OH:27]>>[CH3:1][O:2][C:3](=[O:4])[CH2:5][CH2:6][c:7]1[cH:8][nH:9][c:10]2[cH:11][c:12]([C:16](=[O:17])[O:18][CH3:19])[cH:13][cH:14][c:15]12. Reactants: C1COCCO1, COC(=O)C=Cc1c[nH]c2cc(C(=O)OC)ccc12, CO.